Dataset: the Open Reaction Database (ORD), a public repository of structured organic reaction records. Task: describe an organic reaction: reactants, conditions, products, and yield The reactants are CCCCC(=O)c1c(-c2ccc3cc(OC(Cc4ccccc4)C(=O)OCC)ccc3c2)oc2ccccc12, C1CCOC1, [K+], [OH-], O. The product is CCCCC(=O)c1c(-c2ccc3cc(OC(Cc4ccccc4)C(=O)O)ccc3c2)oc2ccccc12. Reaction SMILES: [C:1]([CH2:2][CH2:3][CH2:4][CH3:5])(=[O:6])[c:7]1[c:8](-[c:16]2[cH:17][c:18]3[cH:19][cH:20][c:21]([O:26][CH:27]([C:28](=[O:29])[O:30][CH2:31][CH3:32])[CH2:33][c:34]4[cH:35][cH:36][cH:37][cH:38][cH:39]4)[cH:22][c:23]3[cH:24][cH:25]2)[o:9][c:10]2[c:11]1[cH:12][cH:13][cH:14][cH:15]2.[CH2:42]1[O:43][CH2:44][CH2:45][CH2:46]1.[K+:41].[OH-:40].[OH2:47]>>[C:1]([CH2:2][CH2:3][CH2:4][CH3:5])(=[O:6])[c:7]1[c:8](-[c:16]2[cH:17][c:18]3[cH:19][cH:20][c:21]([O:26][CH:27]([C:28](=[O:29])[OH:30])[CH2:33][c:34]4[cH:35][cH:36][cH:37][cH:38][cH:39]4)[cH:22][c:23]3[cH:24][cH:25]2)[o:9][c:10]2[c:11]1[cH:12][cH:13][cH:14][cH:15]2. Starting materials: C1(=CC=CC=C1)S (thiophenol), BrCCCCCBr (1,5-dibromopentane), [OH-].[Na+] (NaOH). The solvent is C(C)O (ethanol). Conditions: time 8 hour. Yields the product BrCCCCCSC1=CC=CC=C1 (5-Bromo-1-phenylthiopentane). Reaction SMILES: [C:1]1([SH:7])[CH:6]=[CH:5][CH:4]=[CH:3][CH:2]=1.[Br:8][CH2:9][CH2:10][CH2:11][CH2:12][CH2:13]Br.[OH-].[Na+]>C(O)C>[Br:8][CH2:9][CH2:10][CH2:11][CH2:12][CH2:13][S:7][C:1]1[CH:6]=[CH:5][CH:4]=[CH:3][CH:2]=1 |f:2.3|. Procedure: A solution of 20 ml (0.2 mol) of thiophenol and 50.6 g (0.22 mol) of 1,5-dibromopentane in 200 ml of ethanol is heated to 40° C whilst stirring and 40 ml (0.2 mol) of 5N NaOH are added dropwise. Thereafter the mixture is stirred for 2 hours and after standing overnight the alcohol is evaporated in vacuo, the residue is extracted with methylene chloride and the extract is washed 3 to 4 times with water, dried and evaporated. A yellow oil is obtained in quantitative yield.